describe an organic reaction: reactants, conditions, products, and yield From a dataset of the Open Reaction Database (ORD), a public repository of structured organic reaction records. Reactants: C[Mg]Br (methyl magnesium bromide), FC1=C(C=C(C=C1)F)C1=CC(N(C1)C(=O)N(C)C)(C1=CC=CC=C1)C=O (4-(2,5-Difluorophenyl)-2-formyl-N,N-dimethyl-2-phenyl-2,5-dihydro-1H-pyrrole-1-carboxamide), Grignard reagent. Solvent: C1CCOC1 (THF). Reaction conditions: time 1 hour. Product: FC1=C(C=C(C=C1)F)C1=CC(N(C1)C(=O)N(C)C)(C1=CC=CC=C1)C(C)O (4-(2,5-difluorophenyl)-2-(1-hydroxyethyl)-N,N-dimethyl-2-phenyl-2,5-dihydro-1H-pyrrole-1-carboxamide). As a reaction SMILES: [F:1][C:2]1[CH:7]=[CH:6][C:5]([F:8])=[CH:4][C:3]=1[C:9]1[CH2:13][N:12]([C:14]([N:16]([CH3:18])[CH3:17])=[O:15])[C:11]([CH:25]=[O:26])([C:19]2[CH:24]=[CH:23][CH:22]=[CH:21][CH:20]=2)[CH:10]=1.[CH3:27][Mg]Br>C1COCC1>[F:1][C:2]1[CH:7]=[CH:6][C:5]([F:8])=[CH:4][C:3]=1[C:9]1[CH2:13][N:12]([C:14]([N:16]([CH3:18])[CH3:17])=[O:15])[C:11]([CH:25]([OH:26])[CH3:27])([C:19]2[CH:24]=[CH:23][CH:22]=[CH:21][CH:20]=2)[CH:10]=1. Procedure: To a suspension of 75 mg (0.21 mmol) of aldehyde 3-1 in THF at −78° C. was added 80 μL (0.25 mmol) of methyl magnesium bromide solution (3M in Et2O). After stirring 1 h at that temperature, an additional 80 μL of the Grignard reagent was added and stirring was continued for 1 h more. The reaction was quenched with saturated NH4Cl, partitioned between brine and EtOAc, the organic phase washed with brine, dried over MgSO4, and concentrated. The residue was purified by column chromatography on sili...